Dataset: the Open Reaction Database (ORD), a public repository of structured organic reaction records. Task: describe an organic reaction: reactants, conditions, products, and yield Reactants: ClC=1N=NC(=CC1)C1=CC(=CC=C1)C(F)(F)F (3-chloro-6-[3-(trifluoromethyl)phenyl]pyridazine), N (ammonia), steel, N (ammonia). Reaction conditions: temperature 200 celsius. Product: NC=1N=NC(=CC1)C1=CC(=CC=C1)C(F)(F)F (3-amino-6-[3-(trifluoromethyl)phenyl]pyridazine). Reaction SMILES: Cl[C:2]1[N:3]=[N:4][C:5]([C:8]2[CH:13]=[CH:12][CH:11]=[C:10]([C:14]([F:17])([F:16])[F:15])[CH:9]=2)=[CH:6][CH:7]=1.[NH3:18]>>[NH2:18][C:2]1[N:3]=[N:4][C:5]([C:8]2[CH:13]=[CH:12][CH:11]=[C:10]([C:14]([F:17])([F:16])[F:15])[CH:9]=2)=[CH:6][CH:7]=1. Procedure: A 12.5 g sample of 3-chloro-6-[3-(trifluoromethyl)phenyl]pyridazine was placed in a steel cylinder with liquid ammonia and the sealed cylinder (bomb) was heated at 200° C. The chilled cylinder was opened and the ammonia allowed to evaporate. The solid residue was heated and stirred with chloroform, then filtered. The filtrate was concentrated and the residue recrystallized, first from chloroform-hexane, then twice from chloroform to give 1.8 g of 3-amino-6-[3-(trifluoromethyl)phenyl]pyridazine a... Reactants: CC(C)(C)OC(=O)NC(Cc1cc(F)cc(F)c1)C1CO1, CCNC(=O)C(C)N. Product: CCNC(=O)C(C)NCC(O)C(Cc1cc(F)cc(F)c1)NC(=O)OC(C)(C)C. As a reaction SMILES: [F:1][c:2]1[cH:3][c:4]([CH2:9][CH:10]([CH:11]2[O:12][CH2:13]2)[NH:14][C:15]([O:16][C:17]([CH3:18])([CH3:19])[CH3:20])=[O:21])[cH:5][c:6]([F:8])[cH:7]1.[NH2:22][CH:23]([C:24](=[O:25])[NH:26][CH2:27][CH3:28])[CH3:29]>>[F:1][c:2]1[cH:3][c:4]([CH2:9][CH:10]([CH:11]([OH:12])[CH2:13][NH:22][CH:23]([C:24](=[O:25])[NH:26][CH2:27][CH3:28])[CH3:29])[NH:14][C:15]([O:16][C:17]([CH3:18])([CH3:19])[CH3:20])=[O:21])[cH:5][c:6]([F:8])[cH:7]1. Product: ClC[C@H]1CC(C2=CC=C(C=C2C1(C)C)C)(C)C ((S)-3-chloromethyl-1,1,4,4,6-pentamethyl-1,2,3,4-tetrahydronaphthalene). Reactants: C(=O)(O)C[C@H]1CC(C2=CC=C(C=C2C1(C)C)C)(C)C ((R)-3-carboxymethyl1,1,4,4,6-pentamethyl-1,2,3,4-tetrahydronaphthalene), C(C)(=O)[O-].C(C)(=O)[O-].C(C)(=O)[O-].C(C)(=O)[O-].[Pb+4] (lead tetraacetate), [Cl-].[Li+] (lithium chloride), resultant mixture. Yield: 63.3%. RXN SMILES: C([CH2:4][C@@H:5]1[C:14]([CH3:16])([CH3:15])[C:13]2[C:8](=[CH:9][CH:10]=[C:11]([CH3:17])[CH:12]=2)[C:7]([CH3:19])([CH3:18])[CH2:6]1)(O)=O.C([O-])(=O)C.C([O-])(=O)C.C([O-])(=O)C.C([O-])(=O)C.[Pb+4].[Cl-:37].[Li+]>C1C=CC=CC=1>[Cl:37][CH2:4][C@@H:5]1[C:14]([CH3:16])([CH3:15])[C:13]2[C:8](=[CH:9][CH:10]=[C:11]([CH3:17])[CH:12]=2)[C:7]([CH3:19])([CH3:18])[CH2:6]1 |f:1.2.3.4.5,6.7|. Solvent: C1=CC=CC=C1 (benzene). Procedure details: To a solution of (R)-3-carboxymethyl1,1,4,4,6-pentamethyl-1,2,3,4-tetrahydronaphthalene ([α]546 -23.8° (C=1 in benzene)) (2.00 g; 7.69 mmol) in benzene (30 ml), lead tetraacetate (4.00 g; 9.02 mmol) and anhydrous lithium chloride (0.80 g; 18.9 mmol) were added, and the resultant mixture was refluxed for 6 hours. The reaction mixture was washed with water, dilute hydrochloric acid and 6% ammonia water in order. The benzene layer was dried, concentrated and purified on column chromatography to giv...